Dataset: the Open Reaction Database (ORD), a public repository of structured organic reaction records. Task: describe an organic reaction: reactants, conditions, products, and yield The reactants are CI, CO, [K+], [OH-], O, Oc1ccc(-c2ccccc2)cc1. Product: COc1ccc(-c2ccccc2)cc1. As a reaction SMILES: [CH3:16][I:17].[CH3:19][OH:20].[K+:15].[OH-:14].[OH2:18].[OH:1][c:2]1[cH:3][cH:4][c:5](-[c:8]2[cH:9][cH:10][cH:11][cH:12][cH:13]2)[cH:6][cH:7]1>>[O:1]([c:2]1[cH:3][cH:4][c:5](-[c:8]2[cH:9][cH:10][cH:11][cH:12][cH:13]2)[cH:6][cH:7]1)[CH3:16]. The reactants are ClC1=CC2=C(OC3=C(CN2C(=O)NCC(C=C)=O)C=CC=C3)C=C1 (8-chloro-N-(2-oxo-3-butenyl)dibenz[b,f][1,4]oxazepin-10(11H)-carboxamide), C(C1=CC=CO1)S (furfuryl mercaptan), N1CCCCC1 (piperidine), [OH-].C(C1=CC=CC=C1)[N+](C)(C)C (N-benzyltrimethylammonium hydroxide). Run in CCOC(=O)C (EtOAc), C(Cl)Cl (methylene chloride), CO (methanol), C(Cl)Cl (methylene chloride). Product: ClC1=CC2=C(OC3=C(CN2C(=O)NCC(CCSCC=2OC=CC2)=O)C=CC=C3)C=C1 (8-chloro-N-[4-[(2-furanylmethyl)thio]-2-oxobutyl]dibenz[b,f][1,4]oxazepin -10(11H)-carboxamide). As a reaction SMILES: [Cl:1][C:2]1[CH:24]=[CH:23][C:5]2[O:6][C:7]3[CH:22]=[CH:21][CH:20]=[CH:19][C:8]=3[CH2:9][N:10]([C:11]([NH:13][CH2:14][C:15](=[O:18])[CH:16]=[CH2:17])=[O:12])[C:4]=2[CH:3]=1.[CH2:25]([SH:31])[C:26]1[O:30][CH:29]=[CH:28][CH:27]=1.N1CCCCC1.[OH-].C([N+](C)(C)C)C1C=CC=CC=1>C(Cl)Cl.CO.CCOC(C)=O>[Cl:1][C:2]1[CH:24]=[CH:23][C:5]2[O:6][C:7]3[CH:22]=[CH:21][CH:20]=[CH:19][C:8]=3[CH2:9][N:10]([C:11]([NH:13][CH2:14][C:15](=[O:18])[CH2:16][CH2:17][S:31][CH2:25][C:26]3[O:30][CH:29]=[CH:28][CH:27]=3)=[O:12])[C:4]=2[CH:3]=1 |f:3.4|. Reported procedure: A solution of 8-chloro-N-(2-oxo-3-butenyl)dibenz[b,f][1,4]oxazepin-10(11H)-carboxamide (0.75 gram), furfuryl mercaptan (0.23 mL), piperidine (0.069 mL), and N-benzyltrimethylammonium hydroxide (0.069 mL) in methylene chloride (12 mL) and methanol (3 mL) was stirred at room temperature for 6 hours. The reaction was diluted with methylene chloride (75 mL), washed with 75 mL each of 1N HCl (two times), water, saturated aqueous sodium bicarbonate, and brine, dried over MgSO4, and evaporated in vacuo... Starting materials: C[C@@H](C(=O)O)C1=CC(=CC(=C1)C(F)(F)F)C(F)(F)F ((R)-α-methyl-3,5-bis(trifluoromethyl)benzeneacetic acid), Cl.O=C1CCC(CC1)(C1=CC=CC=C1)N (4-oxo-1-phenylcyclohexylamine hydrochloride), CCCC(C)C.CCO (isohexane EtOH). Product: C[C@@H](C(=O)NC1(CCC(CC1)=O)C1=CC=CC=C1)C1=CC(=CC(=C1)C(F)(F)F)C(F)(F)F ((R)-α-Methyl-N-(4-oxo-1-phenylcyclohexyl)-3,5-bis(trifluoromethyl)benzeneacetamide). Reaction SMILES: [CH3:1][C@H:2]([C:6]1[CH:11]=[C:10]([C:12]([F:15])([F:14])[F:13])[CH:9]=[C:8]([C:16]([F:19])([F:18])[F:17])[CH:7]=1)[C:3](O)=[O:4].Cl.[O:21]=[C:22]1[CH2:27][CH2:26][C:25]([NH2:34])([C:28]2[CH:33]=[CH:32][CH:31]=[CH:30][CH:29]=2)[CH2:24][CH2:23]1.CCCC(C)C.CCO>>[CH3:1][C@H:2]([C:6]1[CH:7]=[C:8]([C:16]([F:17])([F:19])[F:18])[CH:9]=[C:10]([C:12]([F:14])([F:15])[F:13])[CH:11]=1)[C:3]([NH:34][C:25]1([C:28]2[CH:33]=[CH:32][CH:31]=[CH:30][CH:29]=2)[CH2:24][CH2:23][C:22](=[O:21])[CH2:27][CH2:26]1)=[O:4] |f:1.2,3.4|. Procedure: Prepared from (R)-α-methyl-3,5-bis(trifluoromethyl)benzeneacetic acid (Description 41) and 4-oxo-1-phenylcyclohexylamine hydrochloride (Description 18) according to the method of Example 50. 1H NMR (400 MHz, CDCl3) δ 7.80 (1H, s), 7.72 (2H, s), 7.29 (5H, m), 5.71 (1H, s), 3.70 (1H, q, J 7.0 Hz), 2.81 (1H, m), 2.64 (1H, m), 2.47–2.04 (5H, m), 1.60 (1H, m), and 1.52 (3H, d, J 7.0 Hz). e.e. [Determined by chiral HPLC (Chiralcel OD-H 250×4.6 mm i.d.; isohexane/EtOH (96:4); 1 mL/min; 210 nm]>99%. Procedure: 3.4 g of behenic acid was dissolved in 100 ml of benzene at 60° C., and the solution maintained at 60° C. while 100 ml of water was added to the above solution to form an emulsion with stirring. Ammonia water was added to 80 ml of an aqueous solution containing 1.7 g of silver nitrate to prepare a silver-ammonium complex, and then water was further added to make the total volume 100 ml. The resulting silver-ammonium complex-containing solution (which was chill-set at 10° C.) was added to the abo... Reactants: [N+](=O)([O-])[O-].[Ag+] (silver nitrate), C(CCCCCCCCCCCCCCCCCCCCC)(=O)O (behenic acid), O.N (Ammonia water), aqueous solution, [Ag].[NH4+] (silver ammonium). The product is C(CCCCCCCCCCCCCCCCCCCCC)(=O)[O-].[Ag+] (silver behenate). The solvent is O (water), C1=CC=CC=C1 (benzene), O (water). Reaction SMILES: [C:1]([OH:24])(=[O:23])[CH2:2][CH2:3][CH2:4][CH2:5][CH2:6][CH2:7][CH2:8][CH2:9][CH2:10][CH2:11][CH2:12][CH2:13][CH2:14][CH2:15][CH2:16][CH2:17][CH2:18][CH2:19][CH2:20][CH2:21][CH3:22].O.N.[N+]([O-])([O-])=O.[Ag+:31].[Ag].[NH4+]>C1C=CC=CC=1.O>[C:1]([O-:24])(=[O:23])[CH2:2][CH2:3][CH2:4][CH2:5][CH2:6][CH2:7][CH2:8][CH2:9][CH2:10][CH2:11][CH2:12][CH2:13][CH2:14][CH2:15][CH2:16][CH2:17][CH2:18][CH2:19][CH2:20][CH2:21][CH3:22].[Ag+:31] |f:1.2,3.4,5.6,9.10|.